Dataset: the Open Reaction Database (ORD), a public repository of structured organic reaction records. Task: describe an organic reaction: reactants, conditions, products, and yield Reaction conditions: temperature 125 celsius, time 50 hour. Reaction SMILES: [F:1][C:2]([F:20])([F:19])[C:3]1[CH:4]=[CH:5][C:6]([O:9][C:10]2[CH:15]=[CH:14][C:13]([CH2:16][CH2:17][NH2:18])=[CH:12][CH:11]=2)=[N:7][CH:8]=1.[CH3:21][C:22]1[N:27]=[CH:26][C:25]([CH2:28][C:29]2[C:30](=[O:37])[N:31]=[C:32](SC)[NH:33][CH:34]=2)=[CH:24][N:23]=1>C(O)C>[CH3:21][C:22]1[N:23]=[CH:24][C:25]([CH2:28][C:29]2[C:30](=[O:37])[N:31]=[C:32]([NH:18][CH2:17][CH2:16][C:13]3[CH:14]=[CH:15][C:10]([O:9][C:6]4[CH:5]=[CH:4][C:3]([C:2]([F:19])([F:1])[F:20])=[CH:8][N:7]=4)=[CH:11][CH:12]=3)[NH:33][CH:34]=2)=[CH:26][N:27]=1. The product is CC1=NC=C(C=N1)CC=1C(N=C(NC1)NCCC1=CC=C(C=C1)OC1=NC=C(C=C1)C(F)(F)F)=O (5-(2-methyl-pyrimidin-5-ylmethyl)-2-{2-[4-(5-trifluoromethyl-pyridin-2-yloxy)phenyl]ethylamino}-1H-pyrimidin-4-one). Procedure: 2-[4-(5-trifluoromethyl-pyridin-2-yloxy)-phenyl]-ethylamine (0.354 mmol, 1 eq) and 5-(2-methyl-pyrimidin-5-ylmethyl)-2-methylsulfanyl-1H-pyrimidin-4-one (0.322 mmol, 0.9 eq) were dissolved in dry ethanol (300 μL) and stirred at 125° C. for 50 hours. Solvent was evaporated and crude product was purified on Biotage SP1 Snap Si 10; 15 ml/min in the gradient of MeOH in DCM: 0-10% in 25CV. The appropriate fractions were combined and evaporated in vacuo to give the required product 5-(2-methyl-pyrimid... Reactants: FC(C=1C=CC(=NC1)OC1=CC=C(C=C1)CCN)(F)F (2-[4-(5-trifluoromethyl-pyridin-2-yloxy)-phenyl]-ethylamine), CC1=NC=C(C=N1)CC=1C(N=C(NC1)SC)=O (5-(2-methyl-pyrimidin-5-ylmethyl)-2-methylsulfanyl-1H-pyrimidin-4-one). Isolated yield 19.9%. Run in C(C)O (ethanol). Starting materials: BrC=1C=NC2=CC=CC=C2C1 (3-Bromoquinoline), CC(=O)OO (CH3CO2OH), C(=O)(O)[O-].[Na+] (NaHCO3), CC(=O)C (Acetone). Solvent: C(Cl)(Cl)Cl (CHCl3). Run at time 8 hour. The product is BrC=1C=[N+](C2=CC=CC=C2C1)[O-] (3-Bromoquinoline N-oxide). The yield is 100.9%. RXN SMILES: [Br:1][C:2]1[CH:3]=[N:4][C:5]2[C:10]([CH:11]=1)=[CH:9][CH:8]=[CH:7][CH:6]=2.CC(OO)=[O:14].CC(C)=O.C([O-])(O)=O.[Na+]>C(Cl)(Cl)Cl>[Br:1][C:2]1[CH:3]=[N+:4]([O-:14])[C:5]2[C:10]([CH:11]=1)=[CH:9][CH:8]=[CH:7][CH:6]=2 |f:3.4|. Procedure details: To a solution of 3-Bromoquinoline 5 (2.08 g, 10 mmol) in CHCl3 (5 ml) was added CH3CO2OH (5 ml, 32% solution in dilute HOAc, 20 mmol) and the mixture was stirred overnight. Acetone (3 ml) was added and the mixture was stirred an additional 15 min then poured into saturated NaHCO3 (aq) and extracted with CH2Cl2. The combined extracts were dried (K2CO3) and concentrated to yield pure 6 (2.26 g, 100%) as a tan solid. 1H NMR d (d=delta) (ppm): 7.7 dd (CH atom), 7.8 m (2 CH atom), 7.9 s (CH atom), 8.... Reactants: C(C1=CC=CC=C1)OC(=O)NCC(=O)N[C@@H](CC(C)C)C(=O)N[C@H]([C@H]([C@H]([C@@H](C(=O)N[C@@H](CC(=O)OC(C1=CC=CC=C1)C1=CC=CC=C1)C1=CC=CC=C1)O)O)O)CO (Diphenylmethyl (S)-3-[(2S,3R,4R,5S)-5-((N-benzyloxycarbonylglycyl)-L-leucyl)amino-2,3,4,6-tetrahydroxyhexanoyl]amino-3-phenylpropionate). Reagents/catalysts: [Pd] (palladium on activated carbon). The solvent is CO (methanol). The product is NCC(=O)N[C@@H](CC(C)C)C(=O)N[C@H]([C@H]([C@H]([C@@H](C(=O)N[C@@H](CC(=O)O)C1=CC=CC=C1)O)O)O)CO ((S)-3-[(2S,3R,4R,5S)-5-(glycyl-L-leucyl)amino-2,3,4,6-tetrahydroxyhexanoyl]amino-3-phenylpropionic acid). RXN SMILES: C(OC([NH:11][CH2:12][C:13]([NH:15][C@H:16]([C:21]([NH:23][C@@H:24]([CH2:58][OH:59])[C@@H:25]([OH:57])[C@@H:26]([OH:56])[C@H:27]([OH:55])[C:28]([NH:30][C@H:31]([C:49]1[CH:54]=[CH:53][CH:52]=[CH:51][CH:50]=1)[CH2:32][C:33]([O:35]C(C1C=CC=CC=1)C1C=CC=CC=1)=[O:34])=[O:29])=[O:22])[CH2:17][CH:18]([CH3:20])[CH3:19])=[O:14])=O)C1C=CC=CC=1>CO.[Pd]>[NH2:11][CH2:12][C:13]([NH:15][C@H:16]([C:21]([NH:23][C@@H:24]([CH2:58][OH:59])[C@@H:25]([OH:57])[C@@H:26]([OH:56])[C@H:27]([OH:55])[C:28]([NH:30][C@H:31]([C:49]1[CH:50]=[CH:51][CH:52]=[CH:53][CH:54]=1)[CH2:32][C:33]([OH:35])=[O:34])=[O:29])=[O:22])[CH2:17][CH:18]([CH3:20])[CH3:19])=[O:14]. Procedure: Diphenylmethyl (S)-3-[(2S,3R,4R,5S)-5-((N-benzyloxycarbonylglycyl)-L-leucyl)amino-2,3,4,6-tetrahydroxyhexanoyl]amino-3-phenylpropionate (273 ml) was dissolved in methanol (30 ml) and stirred at room temperature with 10% palladium on activated carbon (50 mg) under hydrogen atmosphere for 1.5 hours. After dilution with methanol, the mixture was filtrated and the filtrate was concentrated under reduced pressure to give a residue, which was recrystallized from methanol-diethylether to afford the tit... Reactants: C(C)N(C(C(F)F)=O)CC (N,N-diethyl-2,2-difluoroacetamide), C(C)(=O)OCC (ethyl acetate), ice water, Cl (hydrochloric acid). Solvent: [O-]CC.[Na+] (sodium ethoxide), solution. Run at temperature 60 celsius, time 6 hour. The product is C(C)OC(CC(C(F)F)=O)=O (4,4-difluoro-3-oxo-butanoic acid ethyl ester). RXN SMILES: C(N(CC)[C:4](=[O:8])[CH:5]([F:7])[F:6])C.Cl.[C:12]([O:15][CH2:16][CH3:17])(=[O:14])[CH3:13]>[O-]CC.[Na+]>[CH2:16]([O:15][C:12](=[O:14])[CH2:13][C:4](=[O:8])[CH:5]([F:6])[F:7])[CH3:17] |f:3.4|. Reported procedure: In a sulfonation flask, N,N-diethyl-2,2-difluoroacetamide (1.51 g; 10 mmol) was dissolved in ethyl acetate (20 ml) before ethanolic sodium ethoxide (15 ml of a 21% solution; 40.2 mmol) was added dropwise. The resulting mixture was stirred at 60° C. for 6 hours. After cooling, the mixture was poured into ice-water (20 ml), acidified with hydrochloric acid (10%) and extracted with ethyl acetate. The organic phase was washed with brine, dried over sodium sulfate and evaporated in a water jet vacuum...